This data is from the Open Reaction Database (ORD), a public repository of structured organic reaction records. The task is: describe an organic reaction: reactants, conditions, products, and yield The reactants are C(C1=CC=CC=C1)OC(=O)NCCCCC(C(=O)O)N[C@H]1CSC2=C(N(C1=O)CC(=O)O)C=CC=C2 (3(R)-(5-benzyloxycarbonylamino-1-carboxypentyl)amino-4-oxo-2,3,4,5-tetrahydro-1,5-benzothiazepine-5-acetic acid), Br.C(C)(=O)O (hydrogen bromide acetic acid). Run in C(C)OCC (ethyl ether), petroleum ether, C(C)(=O)O (acetic acid). Reaction conditions: time 1 hour. Product: Br.Br.NCCCCC(C(=O)O)N[C@H]1CSC2=C(N(C1=O)CC(=O)O)C=CC=C2 (3(R)-(5-amino-1-carboxypentyl)amino-4-oxo-2,3,4,5-tetrahydro-1,5-benzothiazepine-5-acetic acid dihydrobromide). RXN SMILES: C(OC([NH:11][CH2:12][CH2:13][CH2:14][CH2:15][CH:16]([NH:20][C@@H:21]1[C:27](=[O:28])[N:26]([CH2:29][C:30]([OH:32])=[O:31])[C:25]2[CH:33]=[CH:34][CH:35]=[CH:36][C:24]=2[S:23][CH2:22]1)[C:17]([OH:19])=[O:18])=O)C1C=CC=CC=1.[BrH:37].C(O)(=O)C>C(O)(=O)C.C(OCC)C>[BrH:37].[BrH:37].[NH2:11][CH2:12][CH2:13][CH2:14][CH2:15][CH:16]([NH:20][C@@H:21]1[C:27](=[O:28])[N:26]([CH2:29][C:30]([OH:32])=[O:31])[C:25]2[CH:33]=[CH:34][CH:35]=[CH:36][C:24]=2[S:23][CH2:22]1)[C:17]([OH:19])=[O:18] |f:1.2,5.6.7|. Procedure details: To a solution of 3(R)-(5-benzyloxycarbonylamino-1-carboxypentyl)amino-4-oxo-2,3,4,5-tetrahydro-1,5-benzothiazepine-5-acetic acid (40 mg) obtained in Example 52-(2) in acetic acid (1 ml) is added 30% hydrogen bromide-acetic acid solution (1 ml). The resulting mixture is allowed to stand for 1 hour at room temperature and diluted with a mixture ethyl ether (80 ml) and petroleum ether (20 ml), followed by stirring. The supernatant layer is removed by decantation, and precipitate is collected and dr... Run in C(Cl)Cl (DCM), ClCCl (dichloromethane). Isolated yield 67.0%. The reagents and catalysts are CN(C)C=O (DMF). Reaction conditions: time 15 minute. The product is FC(/C=C/C(=O)N[C@@H]1CN(CC1)C=1C=NC=C(C1)C)(C)F ((E)-4,4-Difluoro-N-[(3S)-1-(5-methyl-3-pyridyl)pyrrolidin-3-yl]pent-2-enamide). Reaction SMILES: [F:1][C:2]([F:9])([CH3:8])/[CH:3]=[CH:4]/[C:5]([OH:7])=O.C(Cl)(=O)C(Cl)=O.Cl.Cl.Cl.[CH3:19][C:20]1[CH:25]=CN=[C:22]([N:26]2[CH2:30][CH2:29][C@H:28]([NH2:31])[CH2:27]2)[CH:21]=1.[CH2:32]([N:34](C(C)C)C(C)C)C>ClCCl.CN(C=O)C>[F:9][C:2]([F:1])([CH3:8])/[CH:3]=[CH:4]/[C:5]([NH:31][C@H:28]1[CH2:29][CH2:30][N:26]([C:22]2[CH:32]=[N:34][CH:25]=[C:20]([CH3:19])[CH:21]=2)[CH2:27]1)=[O:7] |f:2.3.4.5|. Starting materials: C(C(=O)Cl)(=O)Cl (oxalyl chloride), Cl.Cl.Cl.CC1=CC(=NC=C1)N1C[C@H](CC1)N ((3S)-1-(4-methyl-2-pyridyl)pyrrolidin-3-amine trihydrochloride), C(C)N(C(C)C)C(C)C (Ethyl-N,N-diisopropylamine), FC(/C=C/C(=O)O)(C)F ((E)-4,4-Difluoropent-2-enoic acid). Reported procedure: (E)-4,4-Difluoropent-2-enoic acid (22 mg, 0.16 mmol) was dissolved in dichloromethane (1 ml), oxalyl chloride (14 μl, 0.16 mol) and one drop of DMF were added and the resulting solution was stirred at room temperature for 15 minutes. This solution was added to a solution of (3S)-1-(4-methyl-2-pyridyl)pyrrolidin-3-amine trihydrochloride (29 mg, 0.1 mmol) in DCM (2 ml). Ethyl-N,N-diisopropylamine (DIPEA, 70 μl, 0.4 mmol) was added and the resulting mixture was stirred at room temperature overnight... Reactants: CSC1=C(C=CC(=O)O)C=C(C=C1)CCCCCC (2-methylthio-5-n-hexylcinnamic acid), CN(C)C=O (DMF), C(C(=O)Cl)(=O)Cl (oxalyl chloride). Solvent: C(Cl)Cl (methylene chloride). Reaction conditions: time 2 hour. The product is CSC1=C(C=CC(=O)Cl)C=C(C=C1)CCCCCC (2-methylthio-5-n-hexylcinnamic acid chloride). As a reaction SMILES: [CH3:1][S:2][C:3]1[CH:13]=[CH:12][C:11]([CH2:14][CH2:15][CH2:16][CH2:17][CH2:18][CH3:19])=[CH:10][C:4]=1[CH:5]=[CH:6][C:7](O)=[O:8].CN(C=O)C.C(Cl)(=O)C([Cl:28])=O>C(Cl)Cl>[CH3:1][S:2][C:3]1[CH:13]=[CH:12][C:11]([CH2:14][CH2:15][CH2:16][CH2:17][CH2:18][CH3:19])=[CH:10][C:4]=1[CH:5]=[CH:6][C:7]([Cl:28])=[O:8]. Procedure: To 25 ml of methylene chloride is added 2-methylthio-5-n-hexylcinnamic acid (1.4 g, 0.005 mmol) with cooling in an ice bath. To this mixture is added DMF (0.365 g, 0.005 mmol) and then oxalyl chloride (0.9 ml, 0.01 mmol) dropwise. The bath is removed and the reaction mixture stirred at room temperature for 2 hours to afford 2-methylthio-5-n-hexylcinnamic acid chloride. Reactants: C1(=CC=CC=C1)C1=CC=C(N=N1)N(N)C (6-phenyl-3-(1-methylhydrazino)pyridazine), C(C)(C)N(C(C)C)CC (N,N-diisopropylethylamine), ClC(=O)OCC (ethyl chloroformate). The product is C1(=CC=CC=C1)C1=CC=C(N=N1)N(NC(=O)OCC)C (Ethyl 3-[6-(phenyl)-3-pyridazinyl]-3-methylcarbazate). Reaction SMILES: [C:1]1([C:7]2[N:12]=[N:11][C:10]([N:13]([CH3:15])[NH2:14])=[CH:9][CH:8]=2)[CH:6]=[CH:5][CH:4]=[CH:3][CH:2]=1.C(N(CC)C(C)C)(C)C.Cl[C:26]([O:28][CH2:29][CH3:30])=[O:27]>>[C:1]1([C:7]2[N:12]=[N:11][C:10]([N:13]([CH3:15])[NH:14][C:26]([O:28][CH2:29][CH3:30])=[O:27])=[CH:9][CH:8]=2)[CH:2]=[CH:3][CH:4]=[CH:5][CH:6]=1. Procedure: A solution of 4.4 g. of 6-phenyl-3-(1-methylhydrazino)pyridazine, 3.4 g. of N,N-diisopropylethylamine and 50 ml. of dixane is prepared. To the solution is added 2.6 g. of ethyl chloroformate and the mixture is stirred for 2 hours. The solvent is removed under vacuum and to the residue is added ethanol and water. Filtration gives the product which is recrystallized from ethanol to give crystals, m.p. 129°-130° C. The reactants are [H][H] (hydrogen), 150, C1(=CC=CC=C1)CO[C@@H]1CN(CC[C@@H]1NC(C1=CC=CC=C1)=O)CC1=CC=CC=C1 (cis-N-[3-(phenylmethoxy)-1-(phenylmethyl)-4-piperidinyl]benzamide). Reagents/catalysts: [Pd] (palladium-on-charcoal). Run in CO (methanol). Product: 42, C1(=CC=CC=C1)CO[C@@H]1CNCC[C@@H]1NC(C1=CC=CC=C1)=O (cis-N-[3-(phenylmethoxy)-4-piperidinyl]-benzamide). RXN SMILES: [C:1]1([CH2:7][O:8][C@H:9]2[C@@H:14]([NH:15][C:16](=[O:23])[C:17]3[CH:22]=[CH:21][CH:20]=[CH:19][CH:18]=3)[CH2:13][CH2:12][N:11](CC3C=CC=CC=3)[CH2:10]2)[CH:6]=[CH:5][CH:4]=[CH:3][CH:2]=1.[H][H]>[Pd].CO>[C:1]1([CH2:7][O:8][C@H:9]2[C@@H:14]([NH:15][C:16](=[O:23])[C:17]3[CH:18]=[CH:19][CH:20]=[CH:21][CH:22]=3)[CH2:13][CH2:12][NH:11][CH2:10]2)[CH:2]=[CH:3][CH:4]=[CH:5][CH:6]=1. Procedure: A mixture of 150 parts of cis-N-[3-(phenylmethoxy)-1-(phenylmethyl)-4-piperidinyl]benzamide and 400 parts of methanol was hydrogenated at normal pressure and at room temperature with 9 parts of palladium-on-charcoal catalyst 10%. After the calculated amount of hydrogen was taken up, the catalyst was filtered off and the filtrate was evaportated. The residue was crystallized from acetonitrile. The product was filtered off and dried, yielding a firs fraction of 42 parts of cis-N-[3-(phenylmethoxy)... Starting materials: CC(=O)O[BH-](OC(C)=O)OC(C)=O, CC(C)CC(NC(=O)OCc1ccccc1)C(=O)NCCC=O, CC(=O)O, COc1ccc(Cn2c(=O)ccn(C3OC(C(O)C(N)C(=O)OC(C)(C)C)C(O[Si](C)(C)C(C)(C)C)C3O[Si](C)(C)C(C)(C)C)c2=O)cc1, [Na+], [Na+], [Na+], O=C([O-])[O-], C1CCOC1. Product: COc1ccc(Cn2c(=O)ccn(C3OC(C(O)C(NCCCNC(=O)C(CC(C)C)NC(=O)OCc4ccccc4)C(=O)OC(C)(C)C)C(O[Si](C)(C)C(C)(C)C)C3O[Si](C)(C)C(C)(C)C)c2=O)cc1. Reaction SMILES: [C:73]([O:74][BH-:75]([O:76][C:77](=[O:78])[CH3:79])[O:80][C:81](=[O:82])[CH3:83])(=[O:84])[CH3:85].[CH2:50]([c:51]1[cH:52][cH:53][cH:54][cH:55][cH:56]1)[O:57][C:58]([NH:59][CH:60]([CH2:61][CH:62]([CH3:63])[CH3:64])[C:65]([NH:66][CH2:67][CH2:68][CH:69]=[O:70])=[O:71])=[O:72].[CH3:98][C:99](=[O:100])[OH:101].[NH2:1][CH:2]([C:3](=[O:4])[O:5][C:6]([CH3:7])([CH3:8])[CH3:9])[CH:10]([OH:11])[CH:12]1[O:13][CH:14]([n:33]2[c:34](=[O:49])[n:35]([CH2:40][c:41]3[cH:42][cH:43][c:44]([O:47][CH3:48])[cH:45][cH:46]3)[c:36](=[O:39])[cH:37][cH:38]2)[CH:15]([O:25][Si:26]([CH3:27])([CH3:28])[C:29]([CH3:30])([CH3:31])[CH3:32])[CH:16]1[O:17][Si:18]([CH3:19])([CH3:20])[C:21]([CH3:22])([CH3:23])[CH3:24].[Na+:86].[Na+:87].[Na+:88].[O-:89][C:90](=[O:91])[O-:92].[O:93]1[CH2:94][CH2:95][CH2:96][CH2:97]1>>[NH:1]([CH:2]([C:3](=[O:4])[O:5][C:6]([CH3:7])([CH3:8])[CH3:9])[CH:10]([OH:11])[CH:12]1[O:13][CH:14]([n:33]2[c:34](=[O:49])[n:35]([CH2:40][c:41]3[cH:42][cH:43][c:44]([O:47][CH3:48])[cH:45][cH:46]3)[c:36](=[O:39])[cH:37][cH:38]2)[CH:15]([O:25][Si:26]([CH3:27])([CH3:28])[C:29]([CH3:30])([CH3:31])[CH3:32])[CH:16]1[O:17][Si:18]([CH3:19])([CH3:20])[C:21]([CH3:22])([CH3:23])[CH3:24])[CH2:69][CH2:68][CH2:67][NH:66][C:65]([CH:60]([NH:59][C:58]([O:57][CH2:50][c:51]1[cH:52][cH:53][cH:54][cH:55][cH:56]1)=[O:72])[CH2:61][CH:62]([CH3:63])[CH3:64])=[O:71].